Dataset: the Open Reaction Database (ORD), a public repository of structured organic reaction records. Task: describe an organic reaction: reactants, conditions, products, and yield Reactants: FC(C1=CC=C(N)C=C1)(F)F (4-(trifluoromethyl)aniline), BrCCCOC1=C(C=C(C=C1Cl)OCC=C(Cl)Cl)Cl (1-(3-bromopropyloxy)-2,6-dichloro-4-(3,3-dichloro-2-propenyloxy)benzene). Reaction conditions: time 3 hour. The product is ClC=1C=C(C=C(C1OCCCNC1=CC=C(C=C1)C(F)(F)F)Cl)OCC=C(Cl)Cl (3,5-dichloro-1-(3,3-dichloro-2-propenyloxy)-4-(3-(4-(trifluoromethyl)phenylamino)propyloxy)benzene). Isolated yield 61.9%. As a reaction SMILES: [F:1][C:2]([F:11])([F:10])[C:3]1[CH:9]=[CH:8][C:6]([NH2:7])=[CH:5][CH:4]=1.Br[CH2:13][CH2:14][CH2:15][O:16][C:17]1[C:22]([Cl:23])=[CH:21][C:20]([O:24][CH2:25][CH:26]=[C:27]([Cl:29])[Cl:28])=[CH:19][C:18]=1[Cl:30]>>[Cl:23][C:22]1[CH:21]=[C:20]([O:24][CH2:25][CH:26]=[C:27]([Cl:29])[Cl:28])[CH:19]=[C:18]([Cl:30])[C:17]=1[O:16][CH2:15][CH2:14][CH2:13][NH:7][C:6]1[CH:8]=[CH:9][C:3]([C:2]([F:10])([F:11])[F:1])=[CH:4][CH:5]=1. Procedure: A mixture of 3.9 g of 4-(trifluoromethyl)aniline and 0.50 g of 1-(3-bromopropyloxy)-2,6-dichloro-4-(3,3-dichloro-2-propenyloxy)benzene was stirred at 90° C. to 100° C. for 3 hours. After cooling to room temperature, the reaction mixture was subjected to silica gel chromatography, which afforded 0.37 g of 3,5-dichloro-1-(3,3-dichloro-2-propenyloxy)-4-(3-(4-(trifluoromethyl)phenylamino)propyloxy)benzene (62% yield), nD23.5 1.5617. The reactants are C(C)(C)(CC)C1=CC(=C(OC(C(=O)O)CCCCCC)C=C1)Cl (2-(4-t-amyl-2-chlorophenoxy)octanoic acid), S(=O)(Cl)Cl (thionyl chloride). The solvent is C1(=CC=CC=C1)C (toluene). Reaction conditions: temperature 60 celsius. Yields the product C(C)(C)(CC)C1=CC(=C(OC(C(=O)Cl)CCCCCC)C=C1)Cl (2-(4-t-amyl-2-chlorophenoxy)octanoic acid chloride). Reaction SMILES: [C:1]([C:6]1[CH:22]=[CH:21][C:9]([O:10][CH:11]([CH2:15][CH2:16][CH2:17][CH2:18][CH2:19][CH3:20])[C:12](O)=[O:13])=[C:8]([Cl:23])[CH:7]=1)([CH2:4][CH3:5])([CH3:3])[CH3:2].S(Cl)([Cl:26])=O>C1(C)C=CC=CC=1>[C:1]([C:6]1[CH:22]=[CH:21][C:9]([O:10][CH:11]([CH2:15][CH2:16][CH2:17][CH2:18][CH2:19][CH3:20])[C:12]([Cl:26])=[O:13])=[C:8]([Cl:23])[CH:7]=1)([CH2:4][CH3:5])([CH3:3])[CH3:2]. Procedure: A mixture of 46 g of 2-(4-t-amyl-2-chlorophenoxy)octanoic acid and 46 ml of toluene was heated to 60° C., and 20.3 ml of thionyl chloride was slowly added thereto dropwise while stirring. After allowing the mixture to react at that temperature for 2 hours, the excess thionyl chloride and toluene were removed by distillation under reduced pressure to obtain 48 g of 2-(4-t-amyl-2-chlorophenoxy)octanoic acid chloride. Starting materials: C(C1=CC=CC=C1)[C@@H](C(=O)N[C@@H](COCC1=CC=CC=C1)C(=O)O)C[C@H](C(=O)O)CC1=CC=CC=C1 (N-[(S,S)-2,4-dibenzyl-4-carboxybutyryl]-O-benzyl-(L)-serine), 5,6-di-O-isopropylidene-D-glucofuranos-3-yl ester, CC1(OCC(O1)COC(=O)[C@@H](C[C@H](C(=O)O)CC1=CC=CC=C1)CC1=CC=CC=C1)C (4-[(2,2-dimethyl-1,3-dioxolan-4-yl)-methoxycarbonyl]-(S,S)-2,4-dibenzylbutyric acid), 1-(3-dimethylminopropyl)-3-ethylcarbodiimide hydrochloride, C(C)(=O)OCC (ethyl acetate). Run at time 8 hour. The product is CC1(OCC(O1)COC(=O)[C@@H](C[C@H](C(=O)N[C@@H](CCC1=CC=CC=C1)C(=O)O)CC1=CC=CC=C1)CC1=CC=CC=C1)C (N-{4-[(2,2-dimethyl-1,3-dioxolan-4-yl)-methoxycarbonyl]-(S,S)-2,4-dibenzylbutyryl}-(L)-homophenylalanine). As a reaction SMILES: [CH2:1]([C@H:8]([CH2:25][C@@H:26]([CH2:30][C:31]1[CH:36]=[CH:35][CH:34]=[CH:33][CH:32]=1)C(O)=O)[C:9]([NH:11][C@H](C(O)=O)COCC1C=CC=CC=1)=[O:10])[C:2]1[CH:7]=[CH:6][CH:5]=[CH:4][CH:3]=1.[CH3:37][C:38]1([CH3:67])[O:42][CH:41]([CH2:43][O:44][C:45]([C@H](CC2C=CC=CC=2)C[C@@H](CC2C=CC=CC=2)C(O)=O)=[O:46])[CH2:40][O:39]1.[C:68]([O:71]CC)(=[O:70])[CH3:69]>>[CH3:37][C:38]1([CH3:67])[O:42][CH:41]([CH2:43][O:44][C:45]([C@H:26]([CH2:30][C:31]2[CH:32]=[CH:33][CH:34]=[CH:35][CH:36]=2)[CH2:25][C@@H:8]([CH2:1][C:2]2[CH:3]=[CH:4][CH:5]=[CH:6][CH:7]=2)[C:9]([NH:11][C@H:69]([C:68]([OH:71])=[O:70])[CH2:8][CH2:1][C:2]2[CH:7]=[CH:6][CH:5]=[CH:4][CH:3]=2)=[O:10])=[O:46])[CH2:40][O:39]1. Procedure: To a solution of 0.5 g of (L)-homophenylalanine 1,2:5,6-di-O-isopropylidene-D-glucofuranos-3-yl ester, 0.51 g of 4-[(2,2-dimethyl-1,3-dioxolan-4-yl)-methoxycarbonyl]-(S,S)-2,4-dibenzylbutyric acid is added 0.23 g of 1-(3-dimethylminopropyl)-3-ethylcarbodiimide hydrochloride. The solution is stirred overnight. The solution is diluted with ethyl acetate, washed in sequence with 1N hydrochloric acid, water, saturated sodium bicarbonate, water, dried (Na2SO4), filtered and concentrated. The residue ... Starting materials: CC(=O)NCCN, Cn1c(S(C)(=O)=O)nc2ccccc21, [Na+], [OH-], O. Yields the product CC(=O)NCCNc1nc2ccccc2n1C. Reaction SMILES: [C:15]([CH3:16])(=[O:17])[NH:18][CH2:19][CH2:20][NH2:21].[CH3:1][S:2](=[O:3])(=[O:4])[c:5]1[n:6][c:7]2[c:8]([n:9]1[CH3:10])[cH:11][cH:12][cH:13][cH:14]2.[Na+:23].[OH-:22].[OH2:24]>>[c:5]1([NH:21][CH2:20][CH2:19][NH:18][C:15]([CH3:16])=[O:17])[n:6][c:7]2[c:8]([n:9]1[CH3:10])[cH:11][cH:12][cH:13][cH:14]2. Starting materials: BrCCCCN1CSC2(C1=O)CCCC2 (3-(4-bromobutyl)-1-thia-3-azaspiro[4.4]-nonan-4-one), O=S1(N=C(C2=C1C=CC=C2)N2CCNCC2)=O (1-(1,1-dioxo-1,2-benzisothiazol-3-yl)piperazine), C(=O)([O-])[O-].[K+].[K+] (K2CO3), [Na+].[I-] (NaI). Solvent: C(C)#N (acetonitrile). Reaction conditions: temperature 85 celsius. The product is O=S1(N=C(C2=C1C=CC=C2)N2CCN(CC2)CCCCN2CSC1(C2=O)CCCC1)=O (3-(4-(1-(1,1-dioxo-1,2-Benzisothiazol-3-yl)-4-piperazinyl)butyl)-1-thia-3-azaspiro[4.4]nonan-4-one). Yield: 52.2%. As a reaction SMILES: Br[CH2:2][CH2:3][CH2:4][CH2:5][N:6]1[C:10](=[O:11])[C:9]2([CH2:15][CH2:14][CH2:13][CH2:12]2)[S:8][CH2:7]1.[O:16]=[S:17]1(=[O:32])[C:21]2[CH:22]=[CH:23][CH:24]=[CH:25][C:20]=2[C:19]([N:26]2[CH2:31][CH2:30][NH:29][CH2:28][CH2:27]2)=[N:18]1.C([O-])([O-])=O.[K+].[K+].[Na+].[I-]>C(#N)C>[O:32]=[S:17]1(=[O:16])[C:21]2[CH:22]=[CH:23][CH:24]=[CH:25][C:20]=2[C:19]([N:26]2[CH2:31][CH2:30][N:29]([CH2:2][CH2:3][CH2:4][CH2:5][N:6]3[C:10](=[O:11])[C:9]4([CH2:15][CH2:14][CH2:13][CH2:12]4)[S:8][CH2:7]3)[CH2:28][CH2:27]2)=[N:18]1 |f:2.3.4,5.6|. Procedure details: A mixture of 3-(4-bromobutyl)-1-thia-3-azaspiro[4.4]-nonan-4-one (3.50 g), 1-(1,1-dioxo-1,2-benzisothiazol-3-yl)piperazine (3.30 g), K2CO3 (4.98 g) and NaI (280 mg) in acetonitrile (230 ml) was heated at 85° C. for 20 hours and the product was processed in substantially the same manner as in Example 10 to afford 2.89 g of needles, m.p. 137°-140° C. Reaction SMILES: [Br:19][CH2:20][c:21]1[cH:22][cH:23][cH:24][cH:25][cH:26]1.[C:13](=[O:14])([O-:15])[O-:16].[CH3:27][N:28]([CH3:29])[CH:30]=[O:31].[Cs+:17].[Cs+:18].[OH:1][c:2]1[cH:3][cH:4][c:5]([CH2:8][C:9](=[O:10])[O:11][CH3:12])[cH:6][cH:7]1>>[O:1]([c:2]1[cH:3][cH:4][c:5]([CH2:8][C:9](=[O:10])[O:11][CH3:12])[cH:6][cH:7]1)[CH2:20][c:21]1[cH:22][cH:23][cH:24][cH:25][cH:26]1. Yields the product COC(=O)Cc1ccc(OCc2ccccc2)cc1. The reactants are BrCc1ccccc1, O=C([O-])[O-], CN(C)C=O, [Cs+], [Cs+], COC(=O)Cc1ccc(O)cc1.